Dataset: the Open Reaction Database (ORD), a public repository of structured organic reaction records. Task: describe an organic reaction: reactants, conditions, products, and yield Starting materials: ClC(Cl)(OC(OC(Cl)(Cl)Cl)=O)Cl (triphosgene), N1=CC=CC=C1 (pyridine), ClC(=O)N1CCN(CC1)C1=C(C=CC=C1)C (1-chloroformyl-4-o-tolylpiperazine), CC1=C(C=CC=C1C)N1CCNCC1 (1-(2,3-dimethylphenyl)piperazine). Run in ClCCl (dichloromethane). The product is ClC(=O)N1CCN(CC1)C1=C(C(=CC=C1)C)C (1-chlorocarbonyl-4-(2,3-dimethylphenyl)piperazine), 40A. The yield is 78.0%. Reaction SMILES: [Cl:1][C:2]([N:4]1[CH2:9][CH2:8][N:7]([C:10]2[CH:15]=[CH:14][CH:13]=[CH:12][C:11]=2[CH3:16])[CH2:6][CH2:5]1)=[O:3].[CH3:17]C1C(C)=CC=CC=1N1CCNCC1.ClC(Cl)(OC(=O)OC(Cl)(Cl)Cl)Cl.N1C=CC=CC=1>ClCCl>[Cl:1][C:2]([N:4]1[CH2:9][CH2:8][N:7]([C:10]2[CH:15]=[CH:14][CH:13]=[C:12]([CH3:17])[C:11]=2[CH3:16])[CH2:6][CH2:5]1)=[O:3]. Procedure: 1-chlorocarbonyl-4-(2,3-dimethylphenyl)piperazine Compound 40A is prepared according to the procedure described for compound 15A, using the following reactants: 1-(2,3-dimethylphenyl)piperazine (3.94 g, 20.7 mmol); triphosgene (2.05 g, 6.9 mmol); pyridine (1.68 ml, 21 mmol); dichloromethane (150 ml). Reactants: O=C(O)CCCCCCCBr, NC(N)=S, [Na+], [OH-], O, O=S(=O)(O)O. Product: O=C(O)CCCCCCCS. As a reaction SMILES: [Br:1][CH2:2][CH2:3][CH2:4][CH2:5][CH2:6][CH2:7][CH2:8][C:9](=[O:10])[OH:11].[NH2:12][C:13]([NH2:14])=[S:15].[Na+:17].[OH-:16].[OH2:23].[S:18](=[O:19])(=[O:20])([OH:21])[OH:22]>>[CH2:2]([CH2:3][CH2:4][CH2:5][CH2:6][CH2:7][CH2:8][C:9](=[O:10])[OH:11])[SH:15]. The reactants are C(=O)C=1C=NC=CC1C=1C=C(C#N)C=CC1 (3-(3-formyl-pyridin-4-yl)-benzonitrile), FC=1C=C(C=CC1)[Mg]Br (3-fluorophenylmagnesium bromide). The solvent is C1CCOC1 (THF), C1CCOC1 (THF). The product is FC=1C=C(C=CC1)C(C=1C=NC=CC1C=1C=C(C#N)C=CC1)O (3-{3-[(3-fluoro-phenyl)-hydroxy-methyl]-pyridin-4-yl}-benzonitrile). As a reaction SMILES: [CH:1]([C:3]1[CH:4]=[N:5][CH:6]=[CH:7][C:8]=1[C:9]1[CH:10]=[C:11]([CH:14]=[CH:15][CH:16]=1)[C:12]#[N:13])=[O:2].[F:17][C:18]1[CH:19]=[C:20]([Mg]Br)[CH:21]=[CH:22][CH:23]=1>C1COCC1>[F:17][C:18]1[CH:23]=[C:22]([CH:1]([OH:2])[C:3]2[CH:4]=[N:5][CH:6]=[CH:7][C:8]=2[C:9]2[CH:10]=[C:11]([CH:14]=[CH:15][CH:16]=2)[C:12]#[N:13])[CH:21]=[CH:20][CH:19]=1. Reported procedure: To a solution of 3-(3-formyl-pyridin-4-yl)-benzonitrile (41 mg, 0.20 mmol) in THF (2 mL) at −78° C. was added 1.0 M 3-fluorophenylmagnesium bromide in THF (0.4 mL). The reaction mixture was quenched with ammonium chloride and extracted with ethyl acetate. The organic layer was dried over sodium sulfate, concentrated, and the residue purified by flash chromatography eluted with 5% methanol in dichloromethane to yield 3-{3-[(3-fluoro-phenyl)-hydroxy-methyl]-pyridin-4-yl}-benzonitrile as a colorles...